From a dataset of the Open Reaction Database (ORD), a public repository of structured organic reaction records. describe an organic reaction: reactants, conditions, products, and yield Reaction conditions: time 1 hour. Reaction SMILES: [C:1]([O:5][C:6]([NH:8][CH2:9][C:10]1[N:11]([CH2:34][CH:35]([CH3:37])[CH3:36])[C:12](=[O:33])[C:13]2[C:18]([C:19]=1[C:20]1[CH:25]=[CH:24][CH:23]=[CH:22][CH:21]=1)=[CH:17][C:16]([CH2:26][CH2:27][C:28]([O:30]CC)=[O:29])=[CH:15][CH:14]=2)=[O:7])([CH3:4])([CH3:3])[CH3:2].[OH-].[Na+].O.Cl>O1CCCC1.C(O)C>[C:1]([O:5][C:6]([NH:8][CH2:9][C:10]1[N:11]([CH2:34][CH:35]([CH3:37])[CH3:36])[C:12](=[O:33])[C:13]2[C:18]([C:19]=1[C:20]1[CH:21]=[CH:22][CH:23]=[CH:24][CH:25]=1)=[CH:17][C:16]([CH2:26][CH2:27][C:28]([OH:30])=[O:29])=[CH:15][CH:14]=2)=[O:7])([CH3:4])([CH3:3])[CH3:2] |f:1.2|. Starting materials: C(C)(C)(C)OC(=O)NCC=1N(C(C2=CC=C(C=C2C1C1=CC=CC=C1)CCC(=O)OCC)=O)CC(C)C (ethyl 3-(3-{[(tert-butoxycarbonyl)amino]methyl}-2-isobutyl-1-oxo-4-phenyl-1,2-dihydro-6-isoquinolinyl)propanoate), [OH-].[Na+] (sodium hydroxide), Cl (hydrochloric acid), O (water). Reported procedure: To a solution of ethyl 3-(3-{[(tert-butoxycarbonyl)amino]methyl}-2-isobutyl-1-oxo-4-phenyl-1,2-dihydro-6-isoquinolinyl)propanoate (0.61 g, 1.2 mmol) in tetrahydrofuran (5 ml) and ethanol (5 ml) was added 1N sodium hydroxide solution (3 ml). The resulting mixture was stirred at room temperature for 1 h. The reaction mixture was poured into water, acidified with 1N hydrochloric acid and extracted with ethyl acetate. The extract was washed with brine, dried over anhydrous magnesium sulfate and conc... Isolated yield 90.5%. Yields the product C(C)(C)(C)OC(=O)NCC=1N(C(C2=CC=C(C=C2C1C1=CC=CC=C1)CCC(=O)O)=O)CC(C)C (3-(3-{[(tert-butoxycarbonyl)amino]methyl}-2-isobutyl-1-oxo-4-phenyl-1,2-dihydro-6-isoquinolinyl)propanoic acid). Run in O1CCCC1 (tetrahydrofuran), C(C)O (ethanol).